From a dataset of the Open Reaction Database (ORD), a public repository of structured organic reaction records. describe an organic reaction: reactants, conditions, products, and yield Starting materials: CC(=O)OC(C)=O, CN1CCCC(Oc2ccc(N)cc2)C1, CN(C)c1ccncc1, ClCCl. Product: CC(=O)Nc1ccc(OC2CCCN(C)C2)cc1. RXN SMILES: [CH3:16][C:17](=[O:18])[O:19][C:20](=[O:21])[CH3:22].[CH3:1][N:2]1[CH2:3][CH:4]([O:8][c:9]2[cH:10][cH:11][c:12]([NH2:15])[cH:13][cH:14]2)[CH2:5][CH2:6][CH2:7]1.[CH3:26][N:27]([c:28]1[cH:29][cH:30][n:31][cH:32][cH:33]1)[CH3:34].[Cl:23][CH2:24][Cl:25]>>[CH3:1][N:2]1[CH2:3][CH:4]([O:8][c:9]2[cH:10][cH:11][c:12]([NH:15][C:17]([CH3:16])=[O:18])[cH:13][cH:14]2)[CH2:5][CH2:6][CH2:7]1. Reaction conditions: time 18 hour. Reactants: FC1=CC=C2CCC(C2=C1)(O)CC(=O)OCC (ethyl 2-(6-fluoro-1-hydroxy-1-indanyl)acetate), [OH-].[Na+] (sodium hydroxide). The solvent is C(C)O (ethanol). Reported procedure: A mixture of ethyl 2-(6-fluoro-1-hydroxy-1-indanyl)acetate (44.0 g, 0.18 mol), 1N sodium hydroxide (180 mL) and absolute ethanol (280 mL) was stirred for 18 h at room temperature. The mixture was concentrated in vacuo, diluted with H2O and extracted with diethyl ether. The aqueous phase was acidified (pH 3) with dilute hydrochloric acid and extracted with diethyl ether. The diethyl ether layer was washed with brine, dried over sodium sulfate, filtered and concentrated in vacuo to give 2-(6-fluor... RXN SMILES: [F:1][C:2]1[CH:10]=[C:9]2[C:5]([CH2:6][CH2:7][C:8]2([CH2:12][C:13]([O:15]CC)=[O:14])[OH:11])=[CH:4][CH:3]=1.[OH-].[Na+]>C(O)C>[F:1][C:2]1[CH:10]=[C:9]2[C:5]([CH2:6][CH2:7][C:8]2([CH2:12][C:13]([OH:15])=[O:14])[OH:11])=[CH:4][CH:3]=1 |f:1.2|. Yields the product FC1=CC=C2CCC(C2=C1)(O)CC(=O)O (2-(6-fluoro-1-hydroxy-1-indanyl)acetic acid). Starting materials: C1(=CC=CC=C1)[SiH3] (phenylsilane), (R,R)-Ethylene-1,2, titanium (R)-1,1'-binaphth-2,2'-diolate, C(CCC)[Li] (n-butyllithium), CN=C(C)C1=CC=CC=C1 (acetophenone N-methyl imine). Run in CCOCC (ether), CO (methanol), [Al] (aluminum), C1=CC=CC=C1 (benzene). Reaction conditions: time 20 hour. Yields the product CNC(C)C1=CC=CC=C1 (N-methyl-1-phenylethylamine). The yield is 50.6%. Reaction SMILES: C([Li])CCC.C1([SiH3])C=CC=CC=1.[CH3:13][N:14]=[C:15]([C:17]1[CH:22]=[CH:21][CH:20]=[CH:19][CH:18]=1)[CH3:16]>C1C=CC=CC=1.[Al].CCOCC.CO>[CH3:13][NH:14][CH:15]([C:17]1[CH:22]=[CH:21][CH:20]=[CH:19][CH:18]=1)[CH3:16]. Procedure: (R,R)-Ethylene-1,2-bis(η5 -4,5,6,7-tetrahydroindenyl) titanium (R)-1,1'-binaphth-2,2'-diolate (53 mg, 0.089 mmol) was dissolved in 4 mL of dry benzene in a Schlenk tube under a nitrogen atmosphere. The tube was wrapped in aluminum foil. A solution of n-butyllithium (72 μL, 0.12 mmol, 1.6M in hexane) was added and the mixture was shaken until it turned a dark red brown color. After 5 min. phenylsilane, (164 μL, 1.33 mmol) was added and the reaction mixture turned blue, then brown, in color. After... Starting materials: BrC=1C=C2C=CC(=CC2=CC1)O (6-bromo-2-naphthol), NC1=CC=C(C=C1)O (4-aminophenol), S([O-])(O)=O.[Na+] (sodium bisulfite). Solvent: O (H2O), O (H2O). Product: BrC=1C=C2C=CC(=CC2=CC1)NC1=CC=C(C=C1)O (4-[(6-Bromo-2-naphthalenyl)amino]phenol). Isolated yield 70.0%. RXN SMILES: [Br:1][C:2]1[CH:3]=[C:4]2[C:9](=[CH:10][CH:11]=1)[CH:8]=[C:7](O)[CH:6]=[CH:5]2.[NH2:13][C:14]1[CH:19]=[CH:18][C:17]([OH:20])=[CH:16][CH:15]=1.S(=O)(O)[O-].[Na+]>O>[Br:1][C:2]1[CH:3]=[C:4]2[C:9](=[CH:10][CH:11]=1)[CH:8]=[C:7]([NH:13][C:14]1[CH:19]=[CH:18][C:17]([OH:20])=[CH:16][CH:15]=1)[CH:6]=[CH:5]2 |f:2.3|. Reported procedure: A mixture of 334 mg (1.50 mmol, Aldrich) of 6-bromo-2-naphthol, 218 mg (2.00 mmol, Aldrich) of 4-aminophenol, and 1.0 g of sodium bisulfite in 5 ml of H2O was heated to 150° in a closed Pyrex tube for 76 hours. The reaction was cooled, added to 25 ml of H2O and extracted with 25 ml of ethyl acetate. The organic extract was dried (MgSO4) and concentrated in vacuo to give a solid. The crude solid was purified by flash chromatography (10×5.0 cm, 1: EtOAc/petroleum ether) followed by recrystallizati... Starting materials: C(C1=CC=CC=C1)[C@@]1(O)[C@@H]([C@@H](OC(C)=O)[C@H](OC(C)=O)[C@H](O1)CNC([C@@H](C(COC(C)=O)(C)C)OC(C)=O)=O)NC(=O)C1=CC=C(C=C1)C1=CC=C(C=C1)C(=O)N[C@H]1[C@@](O)(O[C@@H]([C@H]([C@@H]1OC(C)=O)OC(C)=O)CNC([C@@H](C(COC(C)=O)(C)C)OC(C)=O)=O)CC1=CC=CC=C1 (Biphenyl-4,4'-dicarboxylic acid bis-[[benzyl 3,4-di-O-acetyl-6-((R)-2,4-diacetoxy-3,3-dimethyl-butyrylamino)-2,6-didesoxy-α-D-glucopyranosid-2-yl]-amide]), 11.F. Solvent: O1CCOCC1 (dioxan). Yields the product C(C1=CC=CC=C1)[C@@]1(O)[C@@H]([C@@H](O)[C@H](O)[C@H](O1)CNC([C@@H](C(CO)(C)C)O)=O)NC(=O)C1=CC=C(C=C1)C1=CC=C(C=C1)C(=O)N[C@H]1[C@@](O)(O[C@@H]([C@H]([C@@H]1O)O)CNC([C@@H](C(CO)(C)C)O)=O)CC1=CC=CC=C1 (biphenyl-4,4'-dicarboxylic acid bis-[[benzyl 2,6-didesoxy-6-((R)-2,4-dihydroxy-3,3-dimethyl-butyrylamino)-α-D-glucopyranosid-2-yl]-amide]). Reaction SMILES: [CH2:1]([C@@:8]1([O:22][C@H:21]([CH2:23][NH:24][C:25](=[O:39])[C@H:26]([O:35]C(=O)C)[C:27]([CH3:34])([CH3:33])[CH2:28][O:29]C(=O)C)[C@@H:16]([O:17]C(=O)C)[C@H:11]([O:12]C(=O)C)[C@H:10]1[NH:40][C:41]([C:43]1[CH:48]=[CH:47][C:46]([C:49]2[CH:54]=[CH:53][C:52]([C:55]([NH:57][C@@H:58]3[C@@H:64]([O:65]C(=O)C)[C@H:63]([O:69]C(=O)C)[C@@H:62]([CH2:73][NH:74][C:75](=[O:89])[C@H:76]([O:85]C(=O)C)[C:77]([CH3:84])([CH3:83])[CH2:78][O:79]C(=O)C)[O:61][C@:59]3([CH2:90][C:91]3[CH:96]=[CH:95][CH:94]=[CH:93][CH:92]=3)[OH:60])=[O:56])=[CH:51][CH:50]=2)=[CH:45][CH:44]=1)=[O:42])[OH:9])[C:2]1[CH:7]=[CH:6][CH:5]=[CH:4][CH:3]=1>O1CCOCC1>[CH2:1]([C@@:8]1([O:22][C@H:21]([CH2:23][NH:24][C:25](=[O:39])[C@H:26]([OH:35])[C:27]([CH3:33])([CH3:34])[CH2:28][OH:29])[C@@H:16]([OH:17])[C@H:11]([OH:12])[C@H:10]1[NH:40][C:41]([C:43]1[CH:44]=[CH:45][C:46]([C:49]2[CH:54]=[CH:53][C:52]([C:55]([NH:57][C@@H:58]3[C@@H:64]([OH:65])[C@H:63]([OH:69])[C@@H:62]([CH2:73][NH:74][C:75](=[O:89])[C@H:76]([OH:85])[C:77]([CH3:84])([CH3:83])[CH2:78][OH:79])[O:61][C@:59]3([CH2:90][C:91]3[CH:92]=[CH:93][CH:94]=[CH:95][CH:96]=3)[OH:60])=[O:56])=[CH:51][CH:50]=2)=[CH:47][CH:48]=1)=[O:42])[OH:9])[C:2]1[CH:7]=[CH:6][CH:5]=[CH:4][CH:3]=1. Procedure: Biphenyl-4,4'-dicarboxylic acid bis-[[benzyl 3,4-di-O-acetyl-6-((R)-2,4-diacetoxy-3,3-dimethyl-butyrylamino)-2,6-didesoxy-α-D-glucopyranosid-2-yl]-amide] was deacetylated as described in Ex. 11.F. and gave biphenyl-4,4'-dicarboxylic acid bis-[[benzyl 2,6-didesoxy-6-((R)-2,4-dihydroxy-3,3-dimethyl-butyrylamino)-α-D-glucopyranosid-2-yl]-amide], [α]+119.0° (c 0.2; dioxan), MS: m/z 1025.8 ([M+Na]+).